From a dataset of the Open Reaction Database (ORD), a public repository of structured organic reaction records. describe an organic reaction: reactants, conditions, products, and yield Starting materials: NC1=C(CO)C=CC=C1Cl (2-amino-3-chlorobenzyl alcohol), C(C)(=O)Cl (acetyl chloride). Yields the product C(C)(=O)OCC1=C(N)C(=CC=C1)Cl (2-acetoxymethyl-6-chloroaniline). As a reaction SMILES: [NH2:1][C:2]1[C:9]([Cl:10])=[CH:8][CH:7]=[CH:6][C:3]=1[CH2:4][OH:5].[C:11](Cl)(=[O:13])[CH3:12]>>[C:11]([O:5][CH2:4][C:3]1[CH:6]=[CH:7][CH:8]=[C:9]([Cl:10])[C:2]=1[NH2:1])(=[O:13])[CH3:12]. Procedure details: This material was prepared from 2-amino-3-chlorobenzyl alcohol and acetyl chloride by the general procedure outlined in Example 98. The product was isolated as an amber oil and was characterized by IR and 'H NMR spectroscopy and combustion analysis. Starting materials: Cl (hydrochloric acid), ClC1=C(CC2CCC(C1)C21OCCO1)/C=C/C1=NN(C(=C1)C1=CC=C(C=C1)F)C (3-{(E)-2-[4-chlorospiro[bicyclo[4.2.1]non-3-ene-9,2′-[1,3]dioxolan]-3-yl]vinyl}-5-(4-fluorophenyl)-1-methyl-1H-pyrazole), C(O)([O-])=O.[Na+] (sodium hydrogen carbonate). The solvent is C1CCOC1 (THF). Yields the product ClC=1CC2CCC(CC1\C=C\C1=NN(C(=C1)C1=CC=C(C=C1)F)C)C2=O (3-chloro-4-{(E)-2-[5-(4-fluorophenyl)-1-methyl-1H-pyrazol-3-yl]vinyl}bicyclo[4.2.1]non-3-en-9-one). Isolated yield 93.8%. RXN SMILES: Cl.[Cl:2][C:3]1[CH2:10][CH:9]2[C:11]3(OCC[O:12]3)[CH:6]([CH2:7][CH2:8]2)[CH2:5][C:4]=1/[CH:16]=[CH:17]/[C:18]1[CH:22]=[C:21]([C:23]2[CH:28]=[CH:27][C:26]([F:29])=[CH:25][CH:24]=2)[N:20]([CH3:30])[N:19]=1.C(=O)([O-])O.[Na+]>C1COCC1>[Cl:2][C:3]1[CH2:10][CH:9]2[C:11](=[O:12])[CH:6]([CH2:5][C:4]=1/[CH:16]=[CH:17]/[C:18]1[CH:22]=[C:21]([C:23]3[CH:24]=[CH:25][C:26]([F:29])=[CH:27][CH:28]=3)[N:20]([CH3:30])[N:19]=1)[CH2:7][CH2:8]2 |f:2.3|. Procedure: A mixture of 2N hydrochloric acid (100 ml) and the product of Step 2 (18.0 g, 43 mmol) in THF (100 ml) was stirred at 60° C. for 2 hrs. The reaction mixture was basified with saturated sodium hydrogen carbonate and then extracted with ethyl acetate (3×200 ml). The organic extract was washed with brine, dried over MgSO4 and concentrated in vacuo. The residue was purified by flash chromatography eluting with ethylacetate: hexane (1:1) to afford 3-chloro-4-{(E)-2-[5-(4-fluorophenyl)-1-methyl-1H-pyr... Reactants: CC[SiH](CC)CC, COc1ccc(CN2CC(C)(C)C(Oc3ccc(C#N)c(C(F)(F)F)c3)C2=O)c(OC)c1, CCOCC, ClCCl, O=C(O)C(F)(F)F. Yields the product CC1(C)CNC(=O)C1Oc1ccc(C#N)c(C(F)(F)F)c1. RXN SMILES: [CH2:33]([SiH:34]([CH2:35][CH3:36])[CH2:37][CH3:38])[CH3:39].[CH3:1][O:2][c:3]1[cH:4][c:5]([O:27][CH3:28])[cH:29][cH:30][c:31]1[CH2:32][N:6]1[C:7](=[O:26])[CH:8]([O:13][c:14]2[cH:15][c:16]([C:22]([F:23])([F:24])[F:25])[c:17]([C:18]#[N:19])[cH:20][cH:21]2)[C:9]([CH3:11])([CH3:12])[CH2:10]1.[CH3:40][CH2:41][O:42][CH2:43][CH3:44].[Cl:52][CH2:53][Cl:54].[OH:45][C:46]([C:47]([F:48])([F:49])[F:50])=[O:51]>>[NH:6]1[C:7](=[O:26])[CH:8]([O:13][c:14]2[cH:15][c:16]([C:22]([F:23])([F:24])[F:25])[c:17]([C:18]#[N:19])[cH:20][cH:21]2)[C:9]([CH3:11])([CH3:12])[CH2:10]1. Reactants: ClCCCl, COc1cc(C=C(CCCCl)C(=O)O)ccc1-n1cnc(C)c1, O=C(O)C(F)(F)F, NC1CCc2cc(N3CCOCC3)c(F)cc21, CN(C)C=O, On1nnc2ccccc21. Product: COc1cc(C=C(CCCCl)C(=O)NC2CCc3cc(N4CCOCC4)c(F)cc32)ccc1-n1cnc(C)c1. Reaction SMILES: [CH2:1]([Cl:2])[CH2:3][Cl:4].[Cl:22][CH2:23][CH2:24][CH2:25][C:26]([C:27](=[O:28])[OH:29])=[CH:30][c:31]1[cH:32][c:33]([O:43][CH3:44])[c:34](-[n:37]2[cH:38][n:39][c:40]([CH3:42])[cH:41]2)[cH:35][cH:36]1.[F:15][C:16]([F:17])([F:18])[C:19]([OH:20])=[O:21].[F:45][c:46]1[c:47]([N:56]2[CH2:57][CH2:58][O:59][CH2:60][CH2:61]2)[cH:48][c:49]2[c:53]([cH:54]1)[CH:52]([NH2:55])[CH2:51][CH2:50]2.[O:62]=[CH:63][N:64]([CH3:65])[CH3:66].[OH:5][n:6]1[c:7]2[c:8]([cH:9][cH:10][cH:11][cH:12]2)[n:13][n:14]1>>[Cl:22][CH2:23][CH2:24][CH2:25][C:26]([C:27](=[O:29])[NH:55][CH:52]1[CH2:51][CH2:50][c:49]2[cH:48][c:47]([N:56]3[CH2:57][CH2:58][O:59][CH2:60][CH2:61]3)[c:46]([F:45])[cH:54][c:53]21)=[CH:30][c:31]1[cH:32][c:33]([O:43][CH3:44])[c:34](-[n:37]2[cH:38][n:39][c:40]([CH3:42])[cH:41]2)[cH:35][cH:36]1. Starting materials: COC(=O)C1(CC1)C1=CC=C(C=C1)C1=CC=C(C=C1)C=1N=NN(C1NC(=O)O[C@@H](C(C)C)C)C (1-{4′-[5-((R)-1,2-Dimethyl-propoxycarbonylamino)-1-methyl-1H-[1,2,3]triazol-4-yl]-biphenyl-4-yl}-cyclopropanecarboxylic acid methyl ester), [OH-].[Na+] (NaOH). Solvent: C1CCOC1 (THF), C(C)O (ethanol). Conditions: time 8 hour. Yields the product C[C@H](C(C)C)OC(=O)NC1=C(N=NN1C)C1=CC=C(C=C1)C1=CC=C(C=C1)C1(CC1)C(=O)O (1-{4′-[5-((R)-1,2-dimethyl-propoxycarbonylamino)-1-methyl-1H-[1,2,3]triazol-4-yl]-biphenyl-4-yl}-cyclopropanecarboxylic acid). Yield: 89.3%. Reaction SMILES: C[O:2][C:3]([C:5]1([C:8]2[CH:13]=[CH:12][C:11]([C:14]3[CH:19]=[CH:18][C:17]([C:20]4[N:21]=[N:22][N:23]([CH3:34])[C:24]=4[NH:25][C:26]([O:28][C@H:29]([CH3:33])[CH:30]([CH3:32])[CH3:31])=[O:27])=[CH:16][CH:15]=3)=[CH:10][CH:9]=2)[CH2:7][CH2:6]1)=[O:4].[OH-].[Na+]>C1COCC1.C(O)C>[CH3:33][C@@H:29]([O:28][C:26]([NH:25][C:24]1[N:23]([CH3:34])[N:22]=[N:21][C:20]=1[C:17]1[CH:18]=[CH:19][C:14]([C:11]2[CH:10]=[CH:9][C:8]([C:5]3([C:3]([OH:4])=[O:2])[CH2:7][CH2:6]3)=[CH:13][CH:12]=2)=[CH:15][CH:16]=1)=[O:27])[CH:30]([CH3:31])[CH3:32] |f:1.2|. Procedure: 1-{4′-[5-((R)-1,2-Dimethyl-propoxycarbonylamino)-1-methyl-1H-[1,2,3]triazol-4-yl]-biphenyl-4-yl}-cyclopropanecarboxylic acid methyl ester (97 mg) was dissolved in 2 mL of THF and 2 mL of ethanol. To this clear solution was added 1N NaOH solution 2 mL. The clear solution was stirred at room temperature overnight. Solvents were evaporated and the residue was dissolved in water (12 mL). The solution was filtered. The filtrate was treated with hydrochloric acid (1N, 2.5 mL). The white precipitate wa... The reactants are C1=CC=C(C=C1)P(C2=CC=CC=C2)C3=CC=CC=C3.C(Br)(Br)(Br)Br (Ph3P CBr4), (2S)-2-(2-oxo-4-vinyl-1-pyrrolidinyl)butanoic acid 2,2dimethyl, [Li]CCCC (n-BuLi), ethyl ester, [PH4+] (phosphonium), C(C)(C)(C)OC(=O)[C@H](CC)N1CC(CC1=O)C=O (1-[(1S)-1-(tertbutoxycarbonyl)propyl]-5-oxo-3-pyrrolidinecarboxaldehyde). Solvent: C1CCOC1 (THF). Yields the product halovinyl, C(C)(C)(C)OC(=O)[C@H](CC)N1CC(CC1=O)C=O (1-[(1S)-1-(tertbutoxycarbonyl)propyl]-5-oxo-3-pyrrolidinecarboxaldehyde), P (phosphine). Reaction SMILES: [PH4+].[C:2]([O:6][C:7]([C@@H:9]([N:12]1[C:16](=[O:17])[CH2:15][CH:14]([CH:18]=[O:19])[CH2:13]1)[CH2:10][CH3:11])=[O:8])([CH3:5])([CH3:4])[CH3:3].[Li]CCCC.C1C=CC([P:31](C2C=CC=CC=2)C2C=CC=CC=2)=CC=1.C(Br)(Br)(Br)Br>C1COCC1>[C:2]([O:6][C:7]([C@@H:9]([N:12]1[C:16](=[O:17])[CH2:15][CH:14]([CH:18]=[O:19])[CH2:13]1)[CH2:10][CH3:11])=[O:8])([CH3:5])([CH3:3])[CH3:4].[PH3:31] |f:3.4|. Procedure: Reduction of the Ester 397 to the Alcohol 398 It is done using the method described in §7.0.2.a using 397 either as a single enantiomer, a mixture of two diastereoisomers or a 1/1/1/1 mixture of 4 stereoisomers. For a 1/1 diastereoisomeric mixture of tert-butyl (2S)-2-[4-(hydroxymethyl)-2-oxo-1-pyrrolidinyl]butanoate 398: GC/MS: 257 M+ Oxydation to the Aldehyde 396 In a three necked flask, under argon, a solution of tert-butyl (2S)-2-[4-(hydroxymethyl)-2-oxo-1-pyrrolidinyl]butanoate 398 (4.0 g, ... The reactants are CC(C)(C)OC(=O)NCC(=O)ON1C(=O)CCC1=O, CCN(C(C)C)C(C)C, ClCCl, Nc1cnn2c1NCC2, O=S(=O)(O)O. Yields the product CC(C)(C)OC(=O)NCC(=O)Nc1cnn2c1NCC2. As a reaction SMILES: [C:24]([CH3:25])([CH3:26])([CH3:27])[O:28][C:29](=[O:30])[NH:31][CH2:32][C:33](=[O:34])[O:35][N:36]1[C:37](=[O:38])[CH2:39][CH2:40][C:41]1=[O:42].[CH2:15]([N:16]([CH:17]([CH3:18])[CH3:19])[CH:20]([CH3:21])[CH3:22])[CH3:23].[CH2:43]([Cl:44])[Cl:45].[NH2:6][c:7]1[c:8]2[n:9]([n:10][cH:11]1)[CH2:12][CH2:13][NH:14]2.[S:1](=[O:2])(=[O:3])([OH:4])[OH:5]>>[NH:6]([c:7]1[c:8]2[n:9]([n:10][cH:11]1)[CH2:12][CH2:13][NH:14]2)[C:33]([CH2:32][NH:31][C:29]([O:28][C:24]([CH3:25])([CH3:26])[CH3:27])=[O:30])=[O:34]. The reactants are CC1=C(C=CC=C1C)C(CCC(=O)OCC)O (ethyl (RS)-4-(2,3-dimethylphenyl)-4-hydroxybutanoate), [OH-].[Na+] (sodium hydroxide). The product is CC1=C(C=CC=C1C)C(CCC(=O)[O-])O.[Na+] (sodium (RS)-4-(2,3-dimethylphenyl)-4-hydroxy-butanoate). Reaction conditions: time 18 hour. Procedure: A solution of ethyl (RS)-4-(2,3-dimethylphenyl)-4-hydroxybutanoate (3.66 g) in ethanol (100 mL) is treated with 1 N sodium hydroxide solution (15.5 mL). The reaction mixture is stirred at room temperature for 18 hours, evaporated and the residue azeotroped with toluene to give sodium (RS)-4-(2,3-dimethylphenyl)-4-hydroxy-butanoate (3.2 g) as a brown solid. The solvent is C(C)O (ethanol). RXN SMILES: [CH3:1][C:2]1[C:7]([CH3:8])=[CH:6][CH:5]=[CH:4][C:3]=1[CH:9]([OH:17])[CH2:10][CH2:11][C:12]([O:14]CC)=[O:13].[OH-].[Na+:19]>C(O)C>[CH3:1][C:2]1[C:7]([CH3:8])=[CH:6][CH:5]=[CH:4][C:3]=1[CH:9]([OH:17])[CH2:10][CH2:11][C:12]([O-:14])=[O:13].[Na+:19] |f:1.2,4.5|.